This data is from the Open Reaction Database (ORD), a public repository of structured organic reaction records. The task is: describe an organic reaction: reactants, conditions, products, and yield Starting materials: ClC=1C=CC(=C(/C=C/C(=O)OC)C1)NS(=O)(=O)C1=CC=CC=C1 (methyl trans-5-chloro-2-(phenylsulfonylamino)cinnamate), ClC1=CC=C2C(=C(NC2=C1)C(=O)C1=NC=C(C=C1)C)CC(=O)O ([6-Chloro-2-(5-methylpyridine-2-carbonyl)-1H-indol-3-yl]acetic Acid). Product: COC(CC1=C(NC2=CC=C(C=C12)Cl)C(=O)C1=NC=C(C=C1)C)=O (Methyl[5-chloro-2-(5-methylpyridine-2-carbonyl)-1H-indol-3-yl]acetate). Reaction SMILES: [Cl:1][C:2]1[CH:3]=[CH:4][C:5]([NH:14]S(C2C=CC=CC=2)(=O)=O)=[C:6]([CH:13]=1)/[CH:7]=[CH:8]/[C:9]([O:11][CH3:12])=[O:10].ClC1C=C2C(C(CC(O)=O)=[C:30]([C:34]([C:36]3[CH:41]=[CH:40][C:39]([CH3:42])=[CH:38][N:37]=3)=[O:35])N2)=CC=1>>[CH3:12][O:11][C:9](=[O:10])[CH2:8][C:7]1[C:6]2[C:5](=[CH:4][CH:3]=[C:2]([Cl:1])[CH:13]=2)[NH:14][C:30]=1[C:34]([C:36]1[CH:41]=[CH:40][C:39]([CH3:42])=[CH:38][N:37]=1)=[O:35]. Procedure: The title compound was prepared according to the procedure described in Example 57 from methyl trans-5-chloro-2-(phenylsulfonylamino)cinnamate (Example 36, step 3) and 2-bromoacetyl-5-methylpyridine (Preparation is described in step 1 of Example 32). Reactants: C(C)(C)(C)OC(=O)N1C[C@H](CC1)C(NCOC)=O ((S)-3-(Methoxymethylcarbamoyl)pyrrolidine-1-carboxylic acid t-butyl ester), C1CCOC1 (THF), C1(=CC=CC=C1)[Mg]Br (Phenylmagnesium bromide), C1CCOC1 (THF). Reaction conditions: temperature 0 celsius, time 30 minute. Yields the product C(C)(C)(C)OC(=O)N1C[C@H](CC1)C(C1=CC=CC=C1)=O ((S)-3-Benzoylpyrrolidine-1-carboxylic Acid t-Butyl Ester). Reaction SMILES: [C:1]([O:5][C:6]([N:8]1[CH2:12][CH2:11][C@H:10]([C:13](=[O:18])NCOC)[CH2:9]1)=[O:7])([CH3:4])([CH3:3])[CH3:2].C1COCC1.[C:24]1([Mg]Br)[CH:29]=[CH:28][CH:27]=[CH:26][CH:25]=1>>[C:1]([O:5][C:6]([N:8]1[CH2:12][CH2:11][C@H:10]([C:13](=[O:18])[C:24]2[CH:29]=[CH:28][CH:27]=[CH:26][CH:25]=2)[CH2:9]1)=[O:7])([CH3:2])([CH3:3])[CH3:4]. Procedure: (S)-3-(Methoxymethylcarbamoyl)pyrrolidine-1-carboxylic acid t-butyl ester (400 mg, 1.6 mmol) and THF (10 mL, 0.1 mol) were combined under nitrogen. The solution was cooled at 0° C. using an ice bath. 1.0 M of Phenylmagnesium bromide in THF (7.0 mL, 7.0 mmol) was added dropwise over 5 minutes. The mixture was slowly warmed to room temperature and stirred for 30 minutes. The mixture was cooled in an ice bath and the reaction was quenched by the slow addition of water (15 mL). The mixture was extra... Starting materials: Nc1nc(Cl)nc2c(Br)cccc12, C1CCOC1, CC(C)CCON=O, ClCCl. Product: Clc1ncc2cccc(Br)c2n1. Reaction SMILES: [Br:1][c:2]1[cH:3][cH:4][cH:5][c:6]2[c:7]([NH2:13])[n:8][c:9]([Cl:12])[n:10][c:11]12.[CH2:25]1[O:26][CH2:27][CH2:28][CH2:29]1.[CH3:14][CH:15]([CH2:16][CH2:17][O:18][N:19]=[O:20])[CH3:21].[Cl:22][CH2:23][Cl:24]>>[Br:1][c:2]1[cH:3][cH:4][cH:5][c:6]2[cH:7][n:8][c:9]([Cl:12])[n:10][c:11]12. Reaction SMILES: [C:1]([C:4]1[CH:13]=[CH:12][C:7]([C:8]([O:10][CH3:11])=[O:9])=[CH:6][C:5]=1[O:14][CH3:15])(=O)[CH3:2].Cl.[NH2:17][OH:18].C([O-])(=O)C.[Na+]>CO>[OH:18][N:17]=[C:1]([C:4]1[CH:13]=[CH:12][C:7]([C:8]([O:10][CH3:11])=[O:9])=[CH:6][C:5]=1[O:14][CH3:15])[CH3:2] |f:1.2,3.4|. Reported procedure: Methyl 4-acetyl-3-methoxybenzoate (0.396 g, 1.90 mmol), hydroxylamine hydrochloride (1.02 g, 14.7 mmol), and sodium acetate (1.21 g, 14.7 mmol) were suspended in methanol (10 mL) and the reaction mixture heated at 40° C. for 4 h. Upon cooling to room temperature the solvent was removed under reduced pressure. The residue obtained was partitioned between ethyl acetate (80 mL) and water (30 mL). The organic extract was washed with water (25 mL) and brine. The washed extract was dried over sodium s... Isolated yield 98.3%. Conditions: temperature 40 celsius. The reactants are C(C)(=O)C1=C(C=C(C(=O)OC)C=C1)OC (Methyl 4-acetyl-3-methoxybenzoate), Cl.NO (hydroxylamine hydrochloride), C(C)(=O)[O-].[Na+] (sodium acetate). Yields the product ON=C(C)C1=C(C=C(C(=O)OC)C=C1)OC (methyl 4-(1-(hydroxyimino)ethyl)-3-methoxybenzoate). Run in CO (methanol). Reactants: CCOC(=O)C(C)(C)C(=O)OCC, CC(C(=O)O)C(=O)NCc1cc(F)cc(F)c1. Yields the product CC(C)(C(=O)O)C(=O)NCc1cc(F)cc(F)c1. RXN SMILES: [CH3:18][C:19]([CH3:20])([C:21]([O:22][CH2:23][CH3:24])=[O:25])[C:26]([O:27][CH2:28][CH3:29])=[O:30].[F:1][c:2]1[cH:3][c:4]([CH2:5][NH:6][C:7]([CH:8]([C:9](=[O:10])[OH:11])[CH3:12])=[O:13])[cH:14][c:15]([F:17])[cH:16]1>>[F:1][c:2]1[cH:3][c:4]([CH2:5][NH:6][C:7]([C:8]([C:9](=[O:10])[OH:11])([CH3:12])[CH3:18])=[O:13])[cH:14][c:15]([F:17])[cH:16]1. Reactants: CC(C)c1c(Cc2ncc[nH]2)c2ccccc2n1CCC#N, Cl, [Na+], [OH-]. Product: CC(C)c1c(Cc2ncc[nH]2)c2ccccc2n1CCC(N)=O. Reaction SMILES: [C:1](#[N:2])[CH2:3][CH2:4][n:5]1[c:6]([CH:20]([CH3:21])[CH3:22])[c:7]([CH2:14][c:15]2[nH:16][cH:17][cH:18][n:19]2)[c:8]2[cH:9][cH:10][cH:11][cH:12][c:13]12.[ClH:25].[Na+:24].[OH-:23]>>[C:1]([NH2:2])([CH2:3][CH2:4][n:5]1[c:6]([CH:20]([CH3:21])[CH3:22])[c:7]([CH2:14][c:15]2[n:16][cH:17][cH:18][nH:19]2)[c:8]2[cH:9][cH:10][cH:11][cH:12][c:13]12)=[O:23]. Reactants: COCc1nc2c(OC)ccc(C(=O)Cc3ccncc3)c2[nH]1, ClCCl, [K+], NN, [OH-], O, OCCOCCO. Product: COCc1nc2c(OC)ccc(CCc3ccncc3)c2[nH]1. Reaction SMILES: [CH3:1][O:2][c:3]1[cH:4][cH:5][c:6]([C:15]([CH2:16][c:17]2[cH:18][cH:19][n:20][cH:21][cH:22]2)=[O:23])[c:7]2[c:8]1[n:9][c:10]([CH2:12][O:13][CH3:14])[nH:11]2.[Cl:36][CH2:37][Cl:38].[K+:28].[NH2:25][NH2:26].[OH-:27].[OH2:24].[OH:29][CH2:30][CH2:31][O:32][CH2:33][CH2:34][OH:35]>>[CH3:1][O:2][c:3]1[cH:4][cH:5][c:6]([CH2:15][CH2:16][c:17]2[cH:18][cH:19][n:20][cH:21][cH:22]2)[c:7]2[c:8]1[n:9][c:10]([CH2:12][O:13][CH3:14])[nH:11]2.